Dataset: the Open Reaction Database (ORD), a public repository of structured organic reaction records. Task: describe an organic reaction: reactants, conditions, products, and yield Starting materials: CN(C)C=O, CCOC(=O)c1nc(O)c2cccc(C)c2n1, O=P(Cl)(Cl)Cl. The product is CCOC(=O)c1nc(Cl)c2cccc(C)c2n1. As a reaction SMILES: [O:23]=[CH:24][N:25]([CH3:26])[CH3:27].[OH:1][c:2]1[n:3][c:4]([C:13](=[O:14])[O:15][CH2:16][CH3:17])[n:5][c:6]2[c:7]([CH3:12])[cH:8][cH:9][cH:10][c:11]12.[P:18]([Cl:19])([Cl:20])([Cl:21])=[O:22]>>[c:2]1([Cl:20])[n:3][c:4]([C:13](=[O:14])[O:15][CH2:16][CH3:17])[n:5][c:6]2[c:7]([CH3:12])[cH:8][cH:9][cH:10][c:11]12. Reactants: Cl.NCC(=O)O (glycine hydrochloride), C(CCC)O (butanol), S(=O)(Cl)Cl (thionyl chloride). Conditions: temperature 70 celsius. Product: [Cl-].NCC(=O)OCCCC (1-(glycyloxy)butane chloride). Reaction SMILES: Cl.[NH2:2][CH2:3][C:4]([OH:6])=[O:5].S(Cl)([Cl:9])=O.[CH2:11](O)[CH2:12][CH2:13][CH3:14]>>[Cl-:9].[NH2:2][CH2:3][C:4]([O:6][CH2:11][CH2:12][CH2:13][CH3:14])=[O:5] |f:0.1,4.5|. Procedure details: To a suspension of glycine hydrochloride (10 g, 89.6 mmol) in 250 mL butanol under nitrogen was added thionyl chloride (45.7 mL, 627 mmol) dropwise. After the addition was complete, the solution was heated at 70° C. overnight. The volatile components were removed on the roto-evaporator and the residue was suspended and evaporated from toluene three times. The resulting crude gum was dissolved in an equal weight of toluene for easy transfer and was used as is in the next reaction. Starting materials: C(C)OC(=O)C1=C(C2=CC=CC=C2C(=C1)O)O (2-ethoxycarbonyl-1,4-dihydroxynaphthalene), S(=O)(=O)(Cl)Cl (sulfuryl chloride), O (water). Solvent: C(Cl)(Cl)Cl (chloroform). Reaction conditions: time 1.5 hour. Yields the product C(C)OC(=O)C=1C(C2=CC=CC=C2C(C1Cl)=O)=O (2-ethoxycarbonyl-3-chloro-1,4-naphthoquinone). Reaction SMILES: [CH2:1]([O:3][C:4]([C:6]1[CH:15]=[C:14]([OH:16])[C:13]2[C:8](=[CH:9][CH:10]=[CH:11][CH:12]=2)[C:7]=1[OH:17])=[O:5])[CH3:2].S(Cl)([Cl:21])(=O)=O.O>C(Cl)(Cl)Cl>[CH2:1]([O:3][C:4]([C:6]1[C:7](=[O:17])[C:8]2[C:13]([C:14](=[O:16])[C:15]=1[Cl:21])=[CH:12][CH:11]=[CH:10][CH:9]=2)=[O:5])[CH3:2]. Procedure details: 23 g of compound (6) prepared above was suspended in 300 ml of chloroform and, while keeping the solution at 5°-10° C., 27.4 g of sulfuryl chloride was slowly dropwise added thereto. After reacting for 1.5 hours, water was added to the reaction solution to conduct separation and extraction. The organic phase was dried with anhydrous sodium sulfate, and chloroform was distilled off under reduced pressure. Rapid purification of the residue through silica gel column chromatography gave compound (7)... Starting materials: CC(C)(C)OC(=O)N1CCC(=O)C1, CCCC[SnH](CCCC)CCCC, C1CCOC1, [Li]CCCC, CC(C)NC(C)C. Yields the product CCCC[Sn](CCCC)(CCCC)C1(O)CCN(C(=O)OC(C)(C)C)C1. RXN SMILES: [C:26]([CH3:27])([CH3:28])([CH3:29])[O:30][C:31](=[O:32])[N:33]1[CH2:34][C:35](=[O:38])[CH2:36][CH2:37]1.[CH2:13]([CH2:14][CH2:15][CH3:16])[SnH:17]([CH2:18][CH2:19][CH2:20][CH3:21])[CH2:22][CH2:23][CH2:24][CH3:25].[CH2:39]1[O:40][CH2:41][CH2:42][CH2:43]1.[CH2:8]([Li:9])[CH2:10][CH2:11][CH3:12].[CH:1]([NH:2][CH:3]([CH3:4])[CH3:5])([CH3:6])[CH3:7]>>[CH2:13]([CH2:14][CH2:15][CH3:16])[Sn:17]([CH2:18][CH2:19][CH2:20][CH3:21])([CH2:22][CH2:23][CH2:24][CH3:25])[C:35]1([OH:38])[CH2:34][N:33]([C:31]([O:30][C:26]([CH3:27])([CH3:28])[CH3:29])=[O:32])[CH2:37][CH2:36]1.